This data is from the Open Reaction Database (ORD), a public repository of structured organic reaction records. The task is: describe an organic reaction: reactants, conditions, products, and yield Starting materials: ClCCl, OCc1cccc(-c2ccc(C(F)(F)F)cc2)c1, O=S(Cl)Cl. Product: FC(F)(F)c1ccc(-c2cccc(CCl)c2)cc1. RXN SMILES: [Cl:23][CH2:24][Cl:25].[F:1][C:2]([c:3]1[cH:4][cH:5][c:6](-[c:9]2[cH:10][c:11]([CH2:12][OH:13])[cH:14][cH:15][cH:16]2)[cH:7][cH:8]1)([F:17])[F:18].[S:19]([Cl:20])([Cl:21])=[O:22]>>[F:1][C:2]([c:3]1[cH:4][cH:5][c:6](-[c:9]2[cH:10][c:11]([CH2:12][Cl:21])[cH:14][cH:15][cH:16]2)[cH:7][cH:8]1)([F:17])[F:18]. The reactants are BrB(Br)Br, O=C([O-])O, CCCc1c(Cc2ccc(-c3ccccc3-c3noc(=O)[nH]3)cc2)c(=O)n(C(C)CC)c2nc(COC)nn12, ClCCl, Cl, [Na+]. Product: CCCc1c(Cc2ccc(-c3ccccc3-c3noc(=O)[nH]3)cc2)c(=O)n(C(C)CC)c2nc(CO)nn12. RXN SMILES: [B:40]([Br:41])([Br:42])[Br:43].[C:44](=[O:45])([O-:46])[OH:47].[CH3:1][O:2][CH2:3][c:4]1[n:5][n:6]2[c:7]([n:8]([CH:35]([CH2:36][CH3:37])[CH3:38])[c:9](=[O:34])[c:10]([CH2:15][c:16]3[cH:17][cH:18][c:19](-[c:22]4[c:23](-[c:28]5[n:29][o:30][c:31](=[O:33])[nH:32]5)[cH:24][cH:25][cH:26][cH:27]4)[cH:20][cH:21]3)[c:11]2[CH2:12][CH2:13][CH3:14])[n:39]1.[Cl:50][CH2:51][Cl:52].[ClH:49].[Na+:48]>>[OH:2][CH2:3][c:4]1[n:5][n:6]2[c:7]([n:8]([CH:35]([CH2:36][CH3:37])[CH3:38])[c:9](=[O:34])[c:10]([CH2:15][c:16]3[cH:17][cH:18][c:19](-[c:22]4[c:23](-[c:28]5[n:29][o:30][c:31](=[O:33])[nH:32]5)[cH:24][cH:25][cH:26][cH:27]4)[cH:20][cH:21]3)[c:11]2[CH2:12][CH2:13][CH3:14])[n:39]1. Starting materials: CC=1C=CC(=CC1)S(=O)(=O)O (TsOH), C(C)(C)(C)OC(=O)N[C@@H]([C@H](O)C1CCCC1)CN(C(=O)OCC[Si](C)(C)C)C ((1R,2R)-2-(t-butoxycarbonylamino)-1-cyclopentyl-3-(N-methyl-N-(2-(trimethylsilyl)ethoxycarbonyl)-amino)propan-1-ol). Run in CCO (EtOH), CCOCC (Et2O). The product is N[C@@H]([C@H](O)C1CCCC1)CN(C(=O)OCC[Si](C)(C)C)C ((1R,2R)-2-amino-1-cyclopentyl-3-(N-methyl-N-(2-(trimethylsilyl)ethoxycarbonyl)-amino)propan-1-ol). As a reaction SMILES: CC1C=CC(S(O)(=O)=O)=CC=1.C(OC([NH:19][C@H:20]([CH2:28][N:29]([CH3:39])[C:30]([O:32][CH2:33][CH2:34][Si:35]([CH3:38])([CH3:37])[CH3:36])=[O:31])[C@@H:21]([CH:23]1[CH2:27][CH2:26][CH2:25][CH2:24]1)[OH:22])=O)(C)(C)C>CCO.CCOCC>[NH2:19][C@H:20]([CH2:28][N:29]([CH3:39])[C:30]([O:32][CH2:33][CH2:34][Si:35]([CH3:38])([CH3:37])[CH3:36])=[O:31])[C@@H:21]([CH:23]1[CH2:27][CH2:26][CH2:25][CH2:24]1)[OH:22]. Procedure details: A solution of TsOH (36.8 mg, 0.194 mg) in 1.0 mL EtOH (1 mL) was added to (1R,2R)-2-(t-butoxycarbonylamino)-1-cyclopentyl-3-(N-methyl-N-(2-(trimethylsilyl)ethoxycarbonyl)-amino)propan-1-ol (68.2 mg, 0.164 mmol) in 3.0 mL Et2O (3 mL). The solvent was removed under reduced pressure at 60° C. and the residue maintained at this temperature for 1 h. The residue was taken up into CH2Cl2 (50 mL), washed with 1 N aq NaOH and brine, and dried over Na2SO4. Removal of the solvent left (1R,2R)-2-amino-1-cyc... Solvent: C1(=CC=CC=C1)C (toluene). Product: ClCCCCC=1N(N=C2C(=NC=3C=CC=CC3C21)N)CC (1-(4-chlorobutyl)-2-ethyl-2H-pyrazolo[3,4-c]quinolin-4-amine). Conditions: temperature 110 celsius. Reactants: Cl.NC1=C(C=CC=C1)B(O)O (2-Aminophenylboronic acid hydrochloride), P(=O)([O-])([O-])[O-].[K+].[K+].[K+] (potassium phosphate), bis[(2-diphenylphosphino)phenyl]ether, BrC=1C(=NN(C1CCCCCl)CC)C#N (4-bromo-5-(4-chlorobutyl)-1-ethyl-1H-pyrazole-3-carbonitrile). Reported procedure: 2-Aminophenylboronic acid hydrochloride (1.88 g, 10.8 mmol), potassium phosphate (6.9 g, 32 mmol), tris(dibenzylideneacetone)dipalladium(0) chloroform adduct (186 mg, 0.18 mmol), and bis[(2-diphenylphosphino)phenyl]ether (116 mg, 0.217 mmol) were added to a solution of 4-bromo-5-(4-chlorobutyl)-1-ethyl-1H-pyrazole-3-carbonitrile (2.1 g, 7.2 mmol) in toluene (45 mL). Nitrogen was bubbled through the reaction mixture, and then the reaction was heated at 110° C. for 48 hours. The mixture was filter... Isolated yield 8.0%. Reagents/catalysts: C1=CC=C(C=C1)/C=C/C(=O)/C=C/C2=CC=CC=C2.C1=CC=C(C=C1)/C=C/C(=O)/C=C/C2=CC=CC=C2.C1=CC=C(C=C1)/C=C/C(=O)/C=C/C2=CC=CC=C2.C(Cl)(Cl)Cl.[Pd].[Pd] (tris(dibenzylideneacetone)dipalladium(0) chloroform adduct). RXN SMILES: Cl.[NH2:2][C:3]1[CH:8]=[CH:7][CH:6]=[CH:5][C:4]=1B(O)O.P([O-])([O-])([O-])=O.[K+].[K+].[K+].Br[C:21]1[C:22]([C:33]#[N:34])=[N:23][N:24]([CH2:31][CH3:32])[C:25]=1[CH2:26][CH2:27][CH2:28][CH2:29][Cl:30]>C1(C)C=CC=CC=1.C1C=CC(/C=C/C(/C=C/C2C=CC=CC=2)=O)=CC=1.C1C=CC(/C=C/C(/C=C/C2C=CC=CC=2)=O)=CC=1.C1C=CC(/C=C/C(/C=C/C2C=CC=CC=2)=O)=CC=1.C(Cl)(Cl)Cl.[Pd].[Pd]>[Cl:30][CH2:29][CH2:28][CH2:27][CH2:26][C:25]1[N:24]([CH2:31][CH3:32])[N:23]=[C:22]2[C:21]=1[C:4]1[CH:5]=[CH:6][CH:7]=[CH:8][C:3]=1[N:2]=[C:33]2[NH2:34] |f:0.1,2.3.4.5,8.9.10.11.12.13|. The reactants are Br, Br, CO, CC(=O)c1ccccc1, O. Yields the product O=C(CO)c1ccccc1. Reaction SMILES: [Br:1].[BrH:13].[CH3:11][OH:12].[CH3:2][C:3](=[O:4])[c:5]1[cH:6][cH:7][cH:8][cH:9][cH:10]1.[OH2:14]>>[CH2:2]([C:3](=[O:4])[c:5]1[cH:6][cH:7][cH:8][cH:9][cH:10]1)[OH:12].